This data is from the Open Reaction Database (ORD), a public repository of structured organic reaction records. The task is: describe an organic reaction: reactants, conditions, products, and yield Reaction SMILES: [CH2:1]([CH3:2])[O:3][CH2:4][c:5]1[n:6]([NH2:18])[c:7]2[c:8]([cH:9][n:10][c:11]3[cH:12][cH:13][cH:14][cH:15][c:16]23)[n:17]1.[CH3:41][c:42]1[cH:43][cH:44][cH:45][cH:46][cH:47]1.[CH:19]([CH:20]([CH3:21])[CH3:22])=[O:23].[CH:48]([OH:49])([CH3:50])[CH3:51].[c:24]1([CH3:25])[cH:26][cH:27][c:28]([S:29]([O-:30])(=[O:31])=[O:32])[cH:33][cH:34]1.[nH+:35]1[cH:36][cH:37][cH:38][cH:39][cH:40]1>>[CH2:1]([CH3:2])[O:3][CH2:4][c:5]1[n:6]([N:18]=[CH:19][CH:20]([CH3:21])[CH3:22])[c:7]2[c:8]([cH:9][n:10][c:11]3[cH:12][cH:13][cH:14][cH:15][c:16]23)[n:17]1. The product is CCOCc1nc2cnc3ccccc3c2n1N=CC(C)C. Starting materials: CCOCc1nc2cnc3ccccc3c2n1N, Cc1ccccc1, CC(C)C=O, CC(C)O, Cc1ccc(S(=O)(=O)[O-])cc1, c1cc[nH+]cc1. Reactants: solution, O.NN (hydrazine hydrate), CC(C(CC#N)=O)(C)C (4,4-dimethyl-3-oxopentanenitrile). Solvent: CCO (EtOH). Reaction conditions: temperature 85 celsius, time 20 hour. Yields the product C(C)(C)(C)C1=NN(C(=C1)N)CCCCC (3-tert-butyl-1-pentyl-1H-pyrazol-5-amine). The yield is 117.3%. As a reaction SMILES: O.[NH2:2][NH2:3].[CH3:4][C:5]([CH3:12])([CH3:11])[C:6](=O)[CH2:7][C:8]#[N:9]>CCO>[C:5]([C:6]1[CH:7]=[C:8]([NH2:9])[N:3]([CH2:4][CH2:5][CH2:6][CH2:7][CH3:8])[N:2]=1)([CH3:12])([CH3:11])[CH3:4] |f:0.1|. Reported procedure: To a solution of Example 99A (10.0 g, 41.3 mmol) in EtOH (85 mL) was added hydrazine hydrate (3.02 mL, 61.9 mmol). The mixture was warmed to reflux (85° C.) and was allowed to stir for 20 hours. The mixture was cooled to ambient temperature then 4,4-dimethyl-3-oxopentanenitrile (7.78 g, 61.9 mmol) was added and the mixture was again warmed to reflux (85° C.) and was allowed to stir for 4 hours then the mixture was concentrated under reduced pressure and the residue was dissolved in CH2Cl2 (100 m... Procedure details: Methyl 2-((1-(4-fluorophenyl)-1H-indazol-5-yl)(phenyl)methyl)butanoate was heated to 100 C overnight in a mixture of 2 M NaOH/MeOH/DMSO (1:1:1). The next day, the reaction was cooled, acidified to pH 5 with HCl and extracted 2×EtOAc. The organic layers were washed with water×2, dried over MgSO4, filtered, concentrated in vacuo, and purified by HPLC to give 180 mg (93% yield) of acid 2-((1-(4-fluorophenyl)-1H-indazol-5-yl)(phenyl)methyl)butanoic acid. MS found: (M+H)+=389. Run in [OH-].[Na+].CO.CS(=O)C (NaOH MeOH DMSO). Isolated yield 93.0%. Product: FC1=CC=C(C=C1)N1N=CC2=CC(=CC=C12)C(C(C(=O)O)CC)C1=CC=CC=C1 (2-((1-(4-fluorophenyl)-1H-indazol-5-yl)(phenyl)methyl)butanoic acid). Starting materials: FC1=CC=C(C=C1)N1N=CC2=CC(=CC=C12)C(C(C(=O)OC)CC)C1=CC=CC=C1 (Methyl 2-((1-(4-fluorophenyl)-1H-indazol-5-yl)(phenyl)methyl)butanoate), Cl (HCl). Reaction SMILES: [F:1][C:2]1[CH:7]=[CH:6][C:5]([N:8]2[C:16]3[C:11](=[CH:12][C:13]([CH:17]([C:25]4[CH:30]=[CH:29][CH:28]=[CH:27][CH:26]=4)[CH:18]([CH2:23][CH3:24])[C:19]([O:21]C)=[O:20])=[CH:14][CH:15]=3)[CH:10]=[N:9]2)=[CH:4][CH:3]=1.Cl>[OH-].[Na+].CO.CS(C)=O>[F:1][C:2]1[CH:3]=[CH:4][C:5]([N:8]2[C:16]3[C:11](=[CH:12][C:13]([CH:17]([C:25]4[CH:26]=[CH:27][CH:28]=[CH:29][CH:30]=4)[CH:18]([CH2:23][CH3:24])[C:19]([OH:21])=[O:20])=[CH:14][CH:15]=3)[CH:10]=[N:9]2)=[CH:6][CH:7]=1 |f:2.3.4.5|. Reaction SMILES: [C:1]([CH3:2])([CH3:3])([CH3:4])[c:5]1[cH:6][cH:7][c:8](-[c:11]2[c:12]([OH:32])[c:13]([C:16]([CH3:17])=[N:18][NH:19][C:20](=[O:21])[c:22]3[cH:23][cH:24][c:25]([C:26](=[O:27])[O:28][CH3:29])[cH:30][cH:31]3)[cH:14][s:15]2)[cH:9][cH:10]1.[CH3:36][OH:37].[ClH:35].[Na+:34].[OH-:33]>>[C:1]([CH3:2])([CH3:3])([CH3:4])[c:5]1[cH:6][cH:7][c:8](-[c:11]2[c:12]([OH:32])[c:13]([C:16]([CH3:17])=[N:18][NH:19][C:20](=[O:21])[c:22]3[cH:23][cH:24][c:25]([C:26](=[O:27])[OH:28])[cH:30][cH:31]3)[cH:14][s:15]2)[cH:9][cH:10]1. The product is CC(=NNC(=O)c1ccc(C(=O)O)cc1)c1csc(-c2ccc(C(C)(C)C)cc2)c1O. Reactants: COC(=O)c1ccc(C(=O)NN=C(C)c2csc(-c3ccc(C(C)(C)C)cc3)c2O)cc1, CO, Cl, [Na+], [OH-]. The product is C(C1=CC=CC=C1)SC1=C(C(=O)C=2N(C=CN2)C)C=CC=C1[N+](=O)[O-] (2-(2'-Benzylthio-3'-nitro-benzoyl)-1-methylimidazole). Reported procedure: Benzylmercaptan (4.3 g) and potassium carbonate (4.8 g) were added to a solution of 2-(2'-chloro-3'-nitro-benzoyl)-1-methyl-imidazole (9.2 g) in 150 ml of N,N-dimethyl-formamide. The reaction mixture was stirred at 80° C. for 5 hours. Then, the reaction mixture was poured onto ice water, and the resulting mixture was extracted twice with ethyl acetate. The combined organic phases were washed with water and then dried over anhydrous sodium sulfate. The organic phase was concentrated under reduced... Reaction SMILES: [CH2:1]([SH:8])[C:2]1[CH:7]=[CH:6][CH:5]=[CH:4][CH:3]=1.C(=O)([O-])[O-].[K+].[K+].Cl[C:16]1[C:29]([N+:30]([O-:32])=[O:31])=[CH:28][CH:27]=[CH:26][C:17]=1[C:18]([C:20]1[N:21]([CH3:25])[CH:22]=[CH:23][N:24]=1)=[O:19]>CN(C)C=O>[CH2:1]([S:8][C:16]1[C:29]([N+:30]([O-:32])=[O:31])=[CH:28][CH:27]=[CH:26][C:17]=1[C:18]([C:20]1[N:21]([CH3:25])[CH:22]=[CH:23][N:24]=1)=[O:19])[C:2]1[CH:7]=[CH:6][CH:5]=[CH:4][CH:3]=1 |f:1.2.3|. Run in CN(C=O)C (N,N-dimethyl-formamide). Conditions: temperature 80 celsius, time 5 hour. Isolated yield 71.1%. The reactants are C(C1=CC=CC=C1)S (Benzylmercaptan), C([O-])([O-])=O.[K+].[K+] (potassium carbonate), ClC1=C(C(=O)C=2N(C=CN2)C)C=CC=C1[N+](=O)[O-] (2-(2'-chloro-3'-nitro-benzoyl)-1-methyl-imidazole). The reactants are Fc1cc(Cl)ccc1CBr, O=C(c1ccccc1)c1cnc2c(C(F)(F)F)cccc2c1-c1cccc(O)c1. Product: O=C(c1ccccc1)c1cnc2c(C(F)(F)F)cccc2c1-c1cccc(OCc2ccc(Cl)cc2F)c1. Reaction SMILES: [Br:30][CH2:31][c:32]1[c:33]([F:39])[cH:34][c:35]([Cl:38])[cH:36][cH:37]1.[OH:1][c:2]1[cH:3][c:4](-[c:8]2[c:9]([C:22](=[O:23])[c:24]3[cH:25][cH:26][cH:27][cH:28][cH:29]3)[cH:10][n:11][c:12]3[c:13]([C:18]([F:19])([F:20])[F:21])[cH:14][cH:15][cH:16][c:17]23)[cH:5][cH:6][cH:7]1>>[O:1]([c:2]1[cH:3][c:4](-[c:8]2[c:9]([C:22](=[O:23])[c:24]3[cH:25][cH:26][cH:27][cH:28][cH:29]3)[cH:10][n:11][c:12]3[c:13]([C:18]([F:19])([F:20])[F:21])[cH:14][cH:15][cH:16][c:17]23)[cH:5][cH:6][cH:7]1)[CH2:31][c:32]1[c:33]([F:39])[cH:34][c:35]([Cl:38])[cH:36][cH:37]1. Starting materials: COC(CCCC(=O)C1=CC(=C(C=C1)OCCCC\C=C\C1=CC=C(C=C1)OC)O)=O (5-(3-hydroxy-4-[6-(4-methoxyphenyl)-(5E)-5-hexenyloxy]-phenyl}-5-oxopentanoic acid methyl ester), C(C)OC(CBr)=O (bromoacetic acid ethyl ester), C([O-])([O-])=O.[Cs+].[Cs+] (cesium carbonate). Solvent: CN(C=O)C (dimethylformamide). Yields the product COC(CCCC(=O)C1=CC(=C(C=C1)OCCCC\C=C\C1=CC=C(C=C1)OC)OCC(=O)OCC)=O (5-{3-(1-ethoxycarbonylmethoxy)-4-[6-(4-methoxyphenyl)-(5E)-5-hexenyloxy]-phenyl}-5-oxo-pentanoic acid methyl ester). The yield is 111.3%. RXN SMILES: [CH3:1][O:2][C:3](=[O:31])[CH2:4][CH2:5][CH2:6][C:7]([C:9]1[CH:14]=[CH:13][C:12]([O:15][CH2:16][CH2:17][CH2:18][CH2:19]/[CH:20]=[CH:21]/[C:22]2[CH:27]=[CH:26][C:25]([O:28][CH3:29])=[CH:24][CH:23]=2)=[C:11]([OH:30])[CH:10]=1)=[O:8].[CH2:32]([O:34][C:35](=[O:38])[CH2:36]Br)[CH3:33].C(=O)([O-])[O-].[Cs+].[Cs+]>CN(C)C=O>[CH3:1][O:2][C:3](=[O:31])[CH2:4][CH2:5][CH2:6][C:7]([C:9]1[CH:14]=[CH:13][C:12]([O:15][CH2:16][CH2:17][CH2:18][CH2:19]/[CH:20]=[CH:21]/[C:22]2[CH:23]=[CH:24][C:25]([O:28][CH3:29])=[CH:26][CH:27]=2)=[C:11]([O:30][CH2:36][C:35]([O:34][CH2:32][CH3:33])=[O:38])[CH:10]=1)=[O:8] |f:2.3.4|. Procedure details: Under the conditions of example 1A, 420 mg of 5-(3-hydroxy-4-[6-(4-methoxyphenyl)-(5E)-5-hexenyloxy]-phenyl}-5-oxopentanoic acid methyl ester is reacted with 167 mg of bromoacetic acid ethyl ester in 4 ml of dimethylformamide in the presence of 650 mg of cesium carbonate and worked up. 562 mg of 5-{3-(1-ethoxycarbonylmethoxy)-4-[6-(4-methoxyphenyl)-(5E)-5-hexenyloxy]-phenyl}-5-oxo-pentanoic acid methyl ester is obtained as colorless oil. Reactants: CN(C)C=O, CS(=O)(=O)c1ccc(O)cc1, Cc1nn(C2CCN(C(=O)OC(C)C)CC2)c2ncnc(Cl)c12, [Cl-], [H-], [NH4+], [Na+]. Product: Cc1nn(C2CCN(C(=O)OC(C)C)CC2)c2ncnc(Oc3ccc(S(C)(=O)=O)cc3)c12. RXN SMILES: [CH3:39][N:40]([CH3:41])[CH:42]=[O:43].[CH3:3][S:4](=[O:5])(=[O:6])[c:7]1[cH:8][cH:9][c:10]([OH:13])[cH:11][cH:12]1.[CH:14]([CH3:15])([CH3:16])[O:17][C:18](=[O:19])[N:20]1[CH2:21][CH2:22][CH:23]([n:26]2[n:27][c:28]([CH3:36])[c:29]3[c:30]2[n:31][cH:32][n:33][c:34]3[Cl:35])[CH2:24][CH2:25]1.[Cl-:37].[H-:1].[NH4+:38].[Na+:2]>>[CH3:3][S:4](=[O:5])(=[O:6])[c:7]1[cH:8][cH:9][c:10]([O:13][c:34]2[c:29]3[c:28]([CH3:36])[n:27][n:26]([CH:23]4[CH2:22][CH2:21][N:20]([C:18]([O:17][CH:14]([CH3:15])[CH3:16])=[O:19])[CH2:25][CH2:24]4)[c:30]3[n:31][cH:32][n:33]2)[cH:11][cH:12]1. Reactants: O=C1CCC(O)(c2ccc(F)cc2)CC1, O=C(CNC(=O)c1cccc(C(F)(F)F)c1)NC1CNC1. Product: O=C(CNC(=O)c1cccc(C(F)(F)F)c1)NC1CN(C2CCC(O)(c3ccc(F)cc3)CC2)C1. RXN SMILES: [F:1][c:2]1[cH:3][cH:4][c:5]([C:8]2([OH:15])[CH2:9][CH2:10][C:11](=[O:14])[CH2:12][CH2:13]2)[cH:6][cH:7]1.[NH:16]1[CH2:17][CH:18]([NH:20][C:21](=[O:22])[CH2:23][NH:24][C:25]([c:26]2[cH:27][c:28]([C:32]([F:33])([F:34])[F:35])[cH:29][cH:30][cH:31]2)=[O:36])[CH2:19]1>>[F:1][c:2]1[cH:3][cH:4][c:5]([C:8]2([OH:15])[CH2:9][CH2:10][CH:11]([N:16]3[CH2:17][CH:18]([NH:20][C:21](=[O:22])[CH2:23][NH:24][C:25]([c:26]4[cH:27][c:28]([C:32]([F:33])([F:34])[F:35])[cH:29][cH:30][cH:31]4)=[O:36])[CH2:19]3)[CH2:12][CH2:13]2)[cH:6][cH:7]1. The reactants are CC(=O)NN, O=C([O-])O, C=CCC1CC(c2cccc(Cl)c2)C(c2ccc(Cl)cc2)N(C(CC)C(=O)O)C1=O, CCN=C=NCCCN(C)C, ClCCl, Cl, Cl, [Na+], CN(C)C=O, On1nnc2cccnc21. The product is C=CCC1CC(c2cccc(Cl)c2)C(c2ccc(Cl)cc2)N(C(CC)C(=O)NNC(C)=O)C1=O. RXN SMILES: [C:31]([CH3:32])(=[O:33])[NH:34][NH2:35].[C:58](=[O:59])([OH:60])[O-:61].[CH2:1]([CH:2]=[CH2:3])[CH:4]1[C:5](=[O:30])[N:6]([CH:24]([C:25](=[O:26])[OH:27])[CH2:28][CH3:29])[CH:7]([c:17]2[cH:18][cH:19][c:20]([Cl:23])[cH:21][cH:22]2)[CH:8]([c:10]2[cH:11][c:12]([Cl:16])[cH:13][cH:14][cH:15]2)[CH2:9]1.[CH2:37]([N:38]=[C:39]=[N:40][CH2:41][CH2:42][CH2:43][N:44]([CH3:45])[CH3:46])[CH3:47].[Cl:63][CH2:64][Cl:65].[ClH:36].[ClH:71].[Na+:62].[O:66]=[CH:67][N:68]([CH3:69])[CH3:70].[n:48]1[c:49]2[c:50]([n:51][cH:52][cH:53][cH:54]2)[n:55]([OH:56])[n:57]1>>[CH2:1]([CH:2]=[CH2:3])[CH:4]1[C:5](=[O:30])[N:6]([CH:24]([C:25](=[O:26])[NH:35][NH:34][C:31]([CH3:32])=[O:33])[CH2:28][CH3:29])[CH:7]([c:17]2[cH:18][cH:19][c:20]([Cl:23])[cH:21][cH:22]2)[CH:8]([c:10]2[cH:11][c:12]([Cl:16])[cH:13][cH:14][cH:15]2)[CH2:9]1.